This data is from the Open Reaction Database (ORD), a public repository of structured organic reaction records. The task is: describe an organic reaction: reactants, conditions, products, and yield The reactants are COC=1C=C(C=CC1OC)CC(=O)O (3,4-dimethoxyphenylacetic acid), I (hydroiodic acid), red phosphorus, COC=1C=C(C=CC1OC)CC(=O)O (3,4-dimethoxyphenylacetic acid), CI (methyliodide). Yields the product OC=1C=C(C=CC1O)CC(=O)O (3,4-dihydroxyphenylacetic acid). Reaction SMILES: C[O:2][C:3]1[CH:4]=[C:5]([CH2:11][C:12]([OH:14])=[O:13])[CH:6]=[CH:7][C:8]=1[O:9]C.I.CI>>[OH:2][C:3]1[CH:4]=[C:5]([CH2:11][C:12]([OH:14])=[O:13])[CH:6]=[CH:7][C:8]=1[OH:9]. Procedure details: The preparation of the above compound can be carried out according to the information set forth in the Berichte der deutschen chemischen Gesellschaft 42: 2949, incorporated herein by reference. In the present case, the compound was prepared from the commercially available 3,4-dimethoxyphenylacetic acid. A mixture of 115 gm (587 mmol) of 3,4-dimethoxyphenylacetic acid, 1052 gm (2.35 mol) of 57% hydroiodic acid, and 14 gm of red phosphorus was agitated for 1.5 hours at 95° C. and for an additional...